This data is from the Open Reaction Database (ORD), a public repository of structured organic reaction records. The task is: describe an organic reaction: reactants, conditions, products, and yield Reactants: C(C)OC(\C=C\C1=CC=C(C=C1)Cl)=O ((E)-3-(4-chloro-phenyl)-acrylic acid ethyl ester), [H][H] (hydrogen). The reagents and catalysts are [Pd] (palladium on activated charcoal), [Br-].[Zn+2].[Br-] (zinc bromide). Solvent: C(C)(=O)OCC (ethyl acetate). Run at time 18 hour. The product is C(C)OC(CCC1=CC=C(C=C1)Cl)=O (3-(4-Chloro-phenyl)-propionic acid ethyl ester). Reaction SMILES: [CH2:1]([O:3][C:4](=[O:14])/[CH:5]=[CH:6]/[C:7]1[CH:12]=[CH:11][C:10]([Cl:13])=[CH:9][CH:8]=1)[CH3:2].[H][H]>C(OCC)(=O)C.[Pd].[Br-].[Zn+2].[Br-]>[CH2:1]([O:3][C:4](=[O:14])[CH2:5][CH2:6][C:7]1[CH:8]=[CH:9][C:10]([Cl:13])=[CH:11][CH:12]=1)[CH3:2] |f:4.5.6|. Reported procedure: To a solution of (E)-3-(4-chloro-phenyl)-acrylic acid ethyl ester (0.37 g, 1.73 mmol) in ethyl acetate (10 ml) were added palladium on activated charcoal (18 mg) and zinc bromide (80 mg, 0.35 mmol). The reaction vessel was then pressurized with hydrogen gas to a pressure of 1 atmosphere and the mixture was stirred for 18 h. The catalyst was then removed by filtration, washing with ethyl acetate, and the filtrate was concentrated in vacuo to yield a colourless oil which was used for the next step... Starting materials: C(C)C(CC)C=1C=2N(N=C(C1)C)C(=C(N2)C)C2=C(C=C(S2)C(=O)O)C (5-[8-(1-ethyl-propyl)-2,6-dimethyl-imidazo[1,2-b]pyridazin-3-yl]-4-methyl-thiophene-2-carboxylic acid), CNC (dimethylamine). The product is CN(C(=O)C=1SC(=C(C1)C)C1=C(N=C2N1N=C(C=C2C(CC)CC)C)C)C (5-[8-(1-Ethyl-propyl)-2,6-dimethyl-imidazo[1,2-b]pyridazin-3-yl]-4-methyl-thiophene-2-carboxylic acid dimethylamide). The yield is 100.0%. As a reaction SMILES: [CH2:1]([CH:3]([C:6]1[C:7]2[N:8]([C:13]([C:17]3[S:21][C:20]([C:22](O)=[O:23])=[CH:19][C:18]=3[CH3:25])=[C:14]([CH3:16])[N:15]=2)[N:9]=[C:10]([CH3:12])[CH:11]=1)[CH2:4][CH3:5])[CH3:2].[CH3:26][NH:27][CH3:28]>>[CH3:26][N:27]([CH3:28])[C:22]([C:20]1[S:21][C:17]([C:13]2[N:8]3[N:9]=[C:10]([CH3:12])[CH:11]=[C:6]([CH:3]([CH2:4][CH3:5])[CH2:1][CH3:2])[C:7]3=[N:15][C:14]=2[CH3:16])=[C:18]([CH3:25])[CH:19]=1)=[O:23]. Procedure: Using a procedure analogous to Example 23B, 5-[8-(1-ethyl-propyl)-2,6-dimethyl-imidazo[1,2-b]pyridazin-3-yl]-4-methyl-thiophene-2-carboxylic acid (151 mg, 0.42 mmol) and 2.0 M dimethylamine (2.0 mL, 4 mmol) give the title compound (161 mg, 0.42 mmol, 100%). 1H NMR (CDCl3): δ 0.89 (t, J=7.4 Hz, 6H), 1.75-1.94 (m, 4H), 2.14 (s, 3H), 2.51 (s, 3H), 2.53 (s, 3H), 3.15-3.50 (m, 7H), 6.72 (s, 1H), 7.30 (s, 1H). ES-MS (m/z): calcd for C21H28N4OS (M+H)+: 385.6 found: 385.3. Reactants: CN(C)C=O, [H][H], O=c1cnc(-c2ccc([N+](=O)[O-])cc2)c[nH]1. Product: Nc1ccc(-c2c[nH]c(=O)cn2)cc1. Reaction SMILES: [CH3:19][N:20]([CH3:21])[CH:22]=[O:23].[H:17][H:18].[N+:1]([O-:2])(=[O:3])[c:4]1[cH:5][cH:6][c:7](-[c:10]2[n:11][cH:12][c:13](=[O:16])[nH:14][cH:15]2)[cH:8][cH:9]1>>[NH2:1][c:4]1[cH:5][cH:6][c:7](-[c:10]2[n:11][cH:12][c:13](=[O:16])[nH:14][cH:15]2)[cH:8][cH:9]1. Conditions: temperature 22 celsius, time 20 hour. The reactants are [B](c1c(C=O)cco1)(O)O, CC1=CN=C(C=C1)N, [C-]#[N+]C1CCCCC1. RXN SMILES: CC1=CC=C(N)N=C1.[C-]#[N+]C1CCCCC1.OB(O)C1=C(C=O)C=CO1>>CC1=CN2C(C=C1)=NC(=C2NC1CCCCC1)C1=C(OC=C1)B(O)O. Product: [B](c1c(cco1)c1c(NC2CCCCC2)n2cc(C)ccc2n1)(O)O. Isolated yield 36.4%. Solvent: CC(C)O (isopropyl alcohol), CC(C)O (isopropylalcohol). Reagents/catalysts: O=C(O)C(F)(F)F (trifluoroacetic acid). Starting materials: CN (methylamine), C(C)(C)(C)OC(=O)N(C[C@@H](COC1=CC=CC=C1)O)C1CCCC2=C(C1)C=C(C=C2)C(=O)O (8-[N-tert-butoxycarbonyl-N-[(2S)-2-hydroxy-3-phenoxypropyl]amino]-6,7,8,9-tetrahydro-5H-benzocycloheptene-2-carboxylic acid), Cl.CN(CCCN=C=NCC)C (1-(3-dimethylaminopropyl)-3-ethylcarbodiimide hydrochloride), ON1N=NC2=C1C=CC=C2 (1-hydroxybenzotriazole). The solvent is O1CCCC1 (tetrahydrofuran), ClCCl (dichloromethane). Conditions: time 8 hour. Product: O[C@@H](CN(C(=O)OC(C)(C)C)C1CC2=C(CCC1)C=CC(=C2)C(NC)=O)COC2=CC=CC=C2 (N-[(2S)-2-hydroxy-3-phenoxypropyl]-N-tert-butoxycarbonyl-(3-methylcarbamoyl-6,7,8,9-tetrahydro-5H-benzocyclohepten-6-yl)amine). The yield is 42.1%. As a reaction SMILES: [C:1]([O:5][C:6]([N:8]([CH:20]1[CH2:26][C:25]2[CH:27]=[C:28]([C:31]([OH:33])=O)[CH:29]=[CH:30][C:24]=2[CH2:23][CH2:22][CH2:21]1)[CH2:9][C@H:10]([OH:19])[CH2:11][O:12][C:13]1[CH:18]=[CH:17][CH:16]=[CH:15][CH:14]=1)=[O:7])([CH3:4])([CH3:3])[CH3:2].Cl.[CH3:35][N:36](C)CCCN=C=NCC.ON1C2C=CC=CC=2N=N1.CN>ClCCl.O1CCCC1>[OH:19][C@H:10]([CH2:11][O:12][C:13]1[CH:18]=[CH:17][CH:16]=[CH:15][CH:14]=1)[CH2:9][N:8]([CH:20]1[CH2:21][CH2:22][CH2:23][C:24]2[CH:30]=[CH:29][C:28]([C:31](=[O:33])[NH:36][CH3:35])=[CH:27][C:25]=2[CH2:26]1)[C:6]([O:5][C:1]([CH3:4])([CH3:3])[CH3:2])=[O:7] |f:1.2|. Procedure: To a mixture of 8-[N-tert-butoxycarbonyl-N-[(2S)-2-hydroxy-3-phenoxypropyl]amino]-6,7,8,9-tetrahydro-5H-benzocycloheptene-2-carboxylic acid (0.30 g), 1-(3-dimethylaminopropyl)-3-ethylcarbodiimide hydrochloride (0.15 g) and 1-hydroxybenzotriazole (0.11 g) in dichloromethane (6 ml) was added a solution of methylamine in tetrahydrofuran (2.0M, 0.40 ml). The reaction mixture was stirred at room temperature overnight, and partitioned between ethyl acetate and aqueous sodium bicarbonate solution. The ... Starting materials: CI, CN(C)C=O, CCOC(=O)COc1c(C)cc(C(O)(C(F)(F)F)C(F)(F)F)cc1C, [H-], [Na+]. Yields the product CCOC(=O)COc1c(C)cc(C(OC)(C(F)(F)F)C(F)(F)F)cc1C. As a reaction SMILES: [CH3:28][I:29].[CH3:30][N:31]([CH3:32])[CH:33]=[O:34].[F:1][C:2]([C:3]([C:4]([F:5])([F:6])[F:7])([OH:8])[c:9]1[cH:10][c:11]([CH3:23])[c:12]([O:13][CH2:14][C:15](=[O:16])[O:17][CH2:18][CH3:19])[c:20]([CH3:22])[cH:21]1)([F:24])[F:25].[H-:26].[Na+:27]>>[F:1][C:2]([C:3]([C:4]([F:5])([F:6])[F:7])([O:8][CH3:28])[c:9]1[cH:10][c:11]([CH3:23])[c:12]([O:13][CH2:14][C:15](=[O:16])[O:17][CH2:18][CH3:19])[c:20]([CH3:22])[cH:21]1)([F:24])[F:25].